This data is from the Open Reaction Database (ORD), a public repository of structured organic reaction records. The task is: describe an organic reaction: reactants, conditions, products, and yield The reactants are [Br-], Cc1ccc(Br)cc1F, CCCC[N+](CCCC)(CCCC)CCCC, Cc1ccccc1, [Na+], [Na+], O=C([O-])[O-], OB(O)c1ccccc1-c1nnnn1C(c1ccccc1)(c1ccccc1)c1ccccc1. The product is Cc1ccc(-c2ccccc2-c2nnnn2C(c2ccccc2)(c2ccccc2)c2ccccc2)cc1F. RXN SMILES: [Br-:49].[Br:1][c:2]1[cH:3][c:4]([F:9])[c:5]([CH3:8])[cH:6][cH:7]1.[CH3:50][CH2:51][CH2:52][CH2:53][N+:54]([CH2:55][CH2:56][CH2:57][CH3:58])([CH2:59][CH2:60][CH2:61][CH3:62])[CH2:63][CH2:64][CH2:65][CH3:66].[CH3:67][c:68]1[cH:69][cH:70][cH:71][cH:72][cH:73]1.[Na+:43].[Na+:44].[O-:45][C:46](=[O:47])[O-:48].[c:10]1([C:16]([n:17]2[n:18][n:19][n:20][c:21]2-[c:22]2[c:23]([B:28]([OH:29])[OH:30])[cH:24][cH:25][cH:26][cH:27]2)([c:31]2[cH:32][cH:33][cH:34][cH:35][cH:36]2)[c:37]2[cH:38][cH:39][cH:40][cH:41][cH:42]2)[cH:11][cH:12][cH:13][cH:14][cH:15]1>>[c:2]1(-[c:23]2[c:22](-[c:21]3[n:17]([C:16]([c:10]4[cH:11][cH:12][cH:13][cH:14][cH:15]4)([c:31]4[cH:32][cH:33][cH:34][cH:35][cH:36]4)[c:37]4[cH:38][cH:39][cH:40][cH:41][cH:42]4)[n:18][n:19][n:20]3)[cH:27][cH:26][cH:25][cH:24]2)[cH:3][c:4]([F:9])[c:5]([CH3:8])[cH:6][cH:7]1. Product: C(C)(C)C1=C(C(=CC(=C1)C(C)C)C(C)C)S(=O)(=O)N[C@@H]1C[C@@H](CCC1)NC(OC(C)(C)C)=O (tert-butyl ((1R,3S)-3-{[(2,4,6-triisopropylphenyl)sulfonyl]amino}cyclohexyl)carbamate). As a reaction SMILES: [C:1]([O:5][C:6](=[O:15])[NH:7][C@@H:8]1[CH2:13][CH2:12][CH2:11][C@H:10]([NH2:14])[CH2:9]1)([CH3:4])([CH3:3])[CH3:2].[CH:16]([C:19]1[CH:24]=[C:23]([CH:25]([CH3:27])[CH3:26])[CH:22]=[C:21]([CH:28]([CH3:30])[CH3:29])[C:20]=1[S:31](Cl)(=[O:33])=[O:32])([CH3:18])[CH3:17]>>[CH:16]([C:19]1[CH:24]=[C:23]([CH:25]([CH3:26])[CH3:27])[CH:22]=[C:21]([CH:28]([CH3:30])[CH3:29])[C:20]=1[S:31]([NH:14][C@H:10]1[CH2:11][CH2:12][CH2:13][C@@H:8]([NH:7][C:6](=[O:15])[O:5][C:1]([CH3:4])([CH3:2])[CH3:3])[CH2:9]1)(=[O:33])=[O:32])([CH3:17])[CH3:18]. Reported procedure: Compound 7b was prepared following procedures similar to those described previously in Example 1, step A, substituting 7a for i-2d and 2,4,6-triisopropylbenzenesulfonyl chloride for i-5f, respectively. m/z (ES) 503 (MH+Na)+ Reactants: C(C)(C)(C)OC(N[C@H]1C[C@H](CCC1)N)=O (tert-butyl[(1R,3S)-3-aminocyclohexyl]carbamate), C(C)(C)C1=C(C(=CC(=C1)C(C)C)C(C)C)S(=O)(=O)Cl (2,4,6-triisopropylbenzenesulfonyl chloride). The reactants are ClCCl, Cl, CC(C)(C)OC(=O)N1CCC(=Cc2cccc(Oc3ccc(C(F)(F)F)nc3)c2)CC1. Product: Cl, FC(F)(F)c1ccc(Oc2cccc(C=C3CCNCC3)c2)cn1. As a reaction SMILES: [Cl:33][CH2:34][Cl:35].[ClH:32].[F:1][C:2]([c:3]1[cH:4][cH:5][c:6]([O:9][c:10]2[cH:11][c:12]([CH:13]=[C:14]3[CH2:15][CH2:16][N:17]([C:20]([O:21][C:22]([CH3:23])([CH3:24])[CH3:25])=[O:26])[CH2:18][CH2:19]3)[cH:27][cH:28][cH:29]2)[cH:7][n:8]1)([F:30])[F:31]>>[ClH:32].[F:1][C:2]([c:3]1[cH:4][cH:5][c:6]([O:9][c:10]2[cH:11][c:12]([CH:13]=[C:14]3[CH2:15][CH2:16][NH:17][CH2:18][CH2:19]3)[cH:27][cH:28][cH:29]2)[cH:7][n:8]1)([F:30])[F:31]. The reactants are C1CCOC1, COC(=O)c1ccccc1N1CCN(C(=O)Cn2nc(C)cc2C)CC1, CO, [Na+], [OH-]. Product: Cc1cc(C)n(CC(=O)N2CCN(c3ccccc3C(=O)O)CC2)n1. Reaction SMILES: [CH2:29]1[O:30][CH2:31][CH2:32][CH2:33]1.[CH3:1][O:2][C:3]([c:4]1[c:5]([N:10]2[CH2:11][CH2:12][N:13]([C:16]([CH2:17][n:18]3[n:19][c:20]([CH3:24])[cH:21][c:22]3[CH3:23])=[O:25])[CH2:14][CH2:15]2)[cH:6][cH:7][cH:8][cH:9]1)=[O:26].[CH3:34][OH:35].[Na+:28].[OH-:27]>>[O:2]=[C:3]([c:4]1[c:5]([N:10]2[CH2:11][CH2:12][N:13]([C:16]([CH2:17][n:18]3[n:19][c:20]([CH3:24])[cH:21][c:22]3[CH3:23])=[O:25])[CH2:14][CH2:15]2)[cH:6][cH:7][cH:8][cH:9]1)[OH:26].